From a dataset of the Open Reaction Database (ORD), a public repository of structured organic reaction records. describe an organic reaction: reactants, conditions, products, and yield The reactants are C(C1=CC=CC=C1)N(S(=O)(=O)C1=CC=C(C=C1)C(CBr)=O)CC1=CC=CC=C1 (N,N-dibenzyl-4-(2-bromoacetyl)benzenesulfonamide), ClC1=CC=C(C=C1)O (p-chlorophenol), C([O-])([O-])=O.[K+].[K+] (potassium carbonate). Reagents/catalysts: [Br-].C(CCC)[N+](CCCC)(CCCC)CCCC (tetrabutylammonium bromide). Solvent: C(Cl)Cl (methylene chloride), O (water), C(Cl)Cl (methylene chloride). Yields the product C(C1=CC=CC=C1)N(S(=O)(=O)C1=CC=C(C=C1)C(COC1=CC=C(C=C1)Cl)=O)CC1=CC=CC=C1 (N,N-dibenzyl-4-[2-(4-chlorophenoxy)acetyl]benzenesulfonamide). Yield: 100.5%. Reaction SMILES: [CH2:1]([N:8]([CH2:22][C:23]1[CH:28]=[CH:27][CH:26]=[CH:25][CH:24]=1)[S:9]([C:12]1[CH:17]=[CH:16][C:15]([C:18](=[O:21])[CH2:19]Br)=[CH:14][CH:13]=1)(=[O:11])=[O:10])[C:2]1[CH:7]=[CH:6][CH:5]=[CH:4][CH:3]=1.[Cl:29][C:30]1[CH:35]=[CH:34][C:33]([OH:36])=[CH:32][CH:31]=1.C(=O)([O-])[O-].[K+].[K+]>C(Cl)Cl.[Br-].C([N+](CCCC)(CCCC)CCCC)CCC.O>[CH2:1]([N:8]([CH2:22][C:23]1[CH:28]=[CH:27][CH:26]=[CH:25][CH:24]=1)[S:9]([C:12]1[CH:17]=[CH:16][C:15]([C:18](=[O:21])[CH2:19][O:36][C:33]2[CH:34]=[CH:35][C:30]([Cl:29])=[CH:31][CH:32]=2)=[CH:14][CH:13]=1)(=[O:11])=[O:10])[C:2]1[CH:7]=[CH:6][CH:5]=[CH:4][CH:3]=1 |f:2.3.4,6.7|. Procedure details: To a solution of N,N-dibenzyl-4-(2-bromoacetyl)benzenesulfonamide (10.5 g, 23 mmoles), and p-chlorophenol (2.94 g, 23 mmoles) in methylene chloride (42 ml), potassium carbonate (4.83 g, 34.7 mmoles) and tetrabutylammonium bromide (0.42 g, 1.2 mmoles) in water (140 ml)was added. The reaction mixture was refluxed for 16 hours. After cooling, the mixture was diluted with methylene chloride (150 ml). The organic layer was separated, washed with water, and dried (Na2SO4) The solvent was removed under... Starting materials: CCOC=O, CCC(=O)N1CCC(=O)c2cc(Cl)ccc21, O. Product: CCC(=O)N1CC(=CO)C(=O)c2cc(Cl)ccc21. Reaction SMILES: [CH:17](=[O:18])[O:19][CH2:20][CH3:21].[Cl:1][c:2]1[cH:3][c:4]2[c:9]([cH:10][cH:11]1)[N:8]([C:12]([CH2:13][CH3:14])=[O:15])[CH2:7][CH2:6][C:5]2=[O:16].[OH2:22]>>[Cl:1][c:2]1[cH:3][c:4]2[c:9]([cH:10][cH:11]1)[N:8]([C:12]([CH2:13][CH3:14])=[O:15])[CH2:7][C:6](=[CH:17][OH:18])[C:5]2=[O:16]. Reactants: C(=O)C=1C=C(SC1)/C=C/C(=O)OC (methyl (2E)-3-(4-formylthiophen-2-yl)prop-2-enoate), [BH4-].[Na+] (sodium borohydride). Product: OCC=1C=C(SC1)/C=C/C(=O)OC (methyl (2E)-3-[4-(hydroxymethyl)thiophen-2-yl]prop-2-enoate). Isolated yield 92.6%. As a reaction SMILES: [CH:1]([C:3]1[CH:4]=[C:5](/[CH:8]=[CH:9]/[C:10]([O:12][CH3:13])=[O:11])[S:6][CH:7]=1)=[O:2].[BH4-].[Na+]>>[OH:2][CH2:1][C:3]1[CH:4]=[C:5](/[CH:8]=[CH:9]/[C:10]([O:12][CH3:13])=[O:11])[S:6][CH:7]=1 |f:1.2|. Reported procedure: By a method similar to Production Example 120, step 1, methyl (2E)-3-(4-formylthiophen-2-yl)prop-2-enoate (1.700 g, 8.664 mmol) was reduced with sodium borohydride to give methyl (2E)-3-[4-(hydroxymethyl)thiophen-2-yl]prop-2-enoate (1.591 g, yield 92.6%) as a white solid. Starting materials: C(C)(=O)N[C@H]1C(O)O[C@@H]([C@@H]([C@@H]1O)O)CO (N-Acetylgalactosamine), ice water, C(C)(=O)Cl (acetyl chloride). The solvent is C(Cl)(Cl)Cl (chloroform). Conditions: time 8 hour. The product is [Cl-].C(C)(=O)N[C@H]1C(O)O[C@@H]([C@@H]([C@@H]1O)O)CO (N-acetylgalactosamine chloride). As a reaction SMILES: [C:1]([NH:4][C@@H:5]1[C@@H:11]([OH:12])[C@@H:10]([OH:13])[C@@H:9]([CH2:14][OH:15])[O:8][CH:6]1[OH:7])(=[O:3])[CH3:2].C([Cl:19])(=O)C>C(Cl)(Cl)Cl>[Cl-:19].[C:1]([NH:4][C@@H:5]1[C@@H:11]([OH:12])[C@@H:10]([OH:13])[C@@H:9]([CH2:14][OH:15])[O:8][CH:6]1[OH:7])(=[O:3])[CH3:2] |f:3.4|. Procedure: N-Acetylgalactosamine 41 [3.0 g (13.56 mmol)] was suspended in acetyl chloride (6 ml), and stirred at room temperature overnight. The reaction mixture was diluted with chloroform (24 ml), poured into ice-water, and the chloroform layer was washed with saturated sodium bicarbonate. The organic layer dried over anhydrous magnesium sulfate, and the solvent was evaporated in vacuo to give an N-acetylgalactosamine chloride 43 (4.35 g). To a mixture of dexamethasone 6 [5.95 g (15.17 mmol)], the N-acet... Reaction SMILES: [CH2:1]([c:2]1[cH:3][cH:4][cH:5][cH:6][cH:7]1)[O:8][C:9]([c:10]1[cH:11][cH:12][c:13](-[c:16]2[n:17][o:18][c:19]([CH:21]3[N:22]([C:27]([CH2:28][O:29][c:30]4[cH:31][cH:32][cH:33][cH:34][cH:35]4)=[O:36])[CH2:23][CH2:24][CH2:25][CH2:26]3)[n:20]2)[cH:14][cH:15]1)=[O:37].[CH3:38][OH:39]>>[O:8]=[C:9]([c:10]1[cH:11][cH:12][c:13](-[c:16]2[n:17][o:18][c:19]([CH:21]3[N:22]([C:27]([CH2:28][O:29][c:30]4[cH:31][cH:32][cH:33][cH:34][cH:35]4)=[O:36])[CH2:23][CH2:24][CH2:25][CH2:26]3)[n:20]2)[cH:14][cH:15]1)[OH:37]. Starting materials: O=C(OCc1ccccc1)c1ccc(-c2noc(C3CCCCN3C(=O)COc3ccccc3)n2)cc1, CO. Product: O=C(O)c1ccc(-c2noc(C3CCCCN3C(=O)COc3ccccc3)n2)cc1.